Dataset: the Open Reaction Database (ORD), a public repository of structured organic reaction records. Task: describe an organic reaction: reactants, conditions, products, and yield The reactants are CCCCON=O, Nc1nc(-c2cccnc2Cl)c(-c2cccnc2Cl)s1, C1CCOC1. Product: Clc1ncccc1-c1ncsc1-c1cccnc1Cl. Reaction SMILES: [CH2:21]([O:22][N:23]=[O:24])[CH2:25][CH2:26][CH3:27].[Cl:1][c:2]1[n:3][cH:4][cH:5][cH:6][c:7]1-[c:8]1[n:9][c:10]([NH2:20])[s:11][c:12]1-[c:13]1[c:14]([Cl:19])[n:15][cH:16][cH:17][cH:18]1.[O:28]1[CH2:29][CH2:30][CH2:31][CH2:32]1>>[Cl:1][c:2]1[n:3][cH:4][cH:5][cH:6][c:7]1-[c:8]1[n:9][cH:10][s:11][c:12]1-[c:13]1[c:14]([Cl:19])[n:15][cH:16][cH:17][cH:18]1. Starting materials: ClCCN=C=O (1-Chloro-2-isocyanato-ethane), S1C=NC2=C1C=C(C=C2)N (benzothiazol-6-ylamine), C(C)(=O)OCC (ethyl acetate). Solvent: CCCCCC (hexane), C1(=CC=CC=C1)C (toluene). Reaction conditions: time 18 hour. Yields the product S1C=NC2=C1C=C(C=C2)NC(=O)NCCCl (1-benzothiazol-6-yl-3-(2-chloro-ethyl)-urea). Yield: 80.1%. Reaction SMILES: [Cl:1][CH2:2][CH2:3][N:4]=[C:5]=[O:6].[S:7]1[C:11]2[CH:12]=[C:13]([NH2:16])[CH:14]=[CH:15][C:10]=2[N:9]=[CH:8]1.C(OCC)(=O)C>C1(C)C=CC=CC=1.CCCCCC>[S:7]1[C:11]2[CH:12]=[C:13]([NH:16][C:5]([NH:4][CH2:3][CH2:2][Cl:1])=[O:6])[CH:14]=[CH:15][C:10]=2[N:9]=[CH:8]1. Reported procedure: 1-Chloro-2-isocyanato-ethane (2.1 g, 19.99 mmol) was added drop wise to a stirred solution of benzothiazol-6-ylamine (2 g, 13.33 mmol) in toluene (80 mL) over a period of 15 minutes at 0° C. The reaction mixture was stirred at room temperature for 18 hours. The reaction was monitored by TLC (50% ethyl acetate in hexane). The reaction mixture was filtered, washed with toluene and dried under reduced pressure to afford 2.73 g (80.2% yield) of 1-benzothiazol-6-yl-3-(2-chloro-ethyl)-urea. Starting materials: C(C1=CC=CC=C1)Br (benzyl bromide), OC[C@H]1CCC(O1)=O ((R)-5-hydroxymethyl-dihydro-furan-2-one), [H-].[Na+] (sodium hydride). The reagents and catalysts are [I-].C(CCC)[N+](CCCC)(CCCC)CCCC (tetrabutylammonium iodide). Solvent: C(C)(=O)OCC (ethyl acetate), O1CCCC1 (tetrahydrofuran). Reaction conditions: time 30 minute. Product: C(C1=CC=CC=C1)OC[C@H]1CCC(O1)=O ((R)-5-Benzyloxymethyl-dihydro-furan-2-one). As a reaction SMILES: [OH:1][CH2:2][C@@H:3]1[O:7][C:6](=[O:8])[CH2:5][CH2:4]1.[H-].[Na+].[CH2:11](Br)[C:12]1[CH:17]=[CH:16][CH:15]=[CH:14][CH:13]=1>O1CCCC1.[I-].C([N+](CCCC)(CCCC)CCCC)CCC.C(OCC)(=O)C>[CH2:11]([O:1][CH2:2][C@@H:3]1[O:7][C:6](=[O:8])[CH2:5][CH2:4]1)[C:12]1[CH:17]=[CH:16][CH:15]=[CH:14][CH:13]=1 |f:1.2,5.6|. Reported procedure: To a solution of (R)-5-hydroxymethyl-dihydro-furan-2-one (5 g, 43.06 mmol) in tetrahydrofuran (130 mL) is added sodium hydride (2.58 g, 60% oil dispersion, 64.59 mmol) and tetrabutylammonium iodide (spatula) and stirred for 30 min. To the mixture is added benzyl bromide (6.18 mL, 51.67 mmol) and refluxed for 3 h. The mixture is cooled and diluted with ethyl acetate (150 mL), washed with a saturated solution of ammonium chloride (150 mL) and brine. The mixture is dried over magnesium sulfate, fil... Starting materials: N#CC1(c2cccc(C(=O)O)c2)CCC1, CN(C)C=O, CN1CCCC1=O, O=C(Cl)C(=O)Cl, Nc1cc(Oc2ccc3nc(NC(=O)C4CC4)cn3n2)c(Cl)cc1F, C1CCOC1. Product: N#CC1(c2cccc(C(=O)Nc3cc(Oc4ccc5nc(NC(=O)C6CC6)cn5n4)c(Cl)cc3F)c2)CCC1. Reaction SMILES: [C:1](#[N:2])[C:3]1([c:7]2[cH:8][c:9]([C:10](=[O:11])[OH:12])[cH:13][cH:14][cH:15]2)[CH2:4][CH2:5][CH2:6]1.[CH3:22][N:23]([CH3:24])[CH:25]=[O:26].[CH3:52][N:53]1[CH2:54][CH2:55][CH2:56][C:57]1=[O:58].[Cl:16][C:17]([C:18]([Cl:19])=[O:20])=[O:21].[NH2:27][c:28]1[c:29]([F:51])[cH:30][c:31]([Cl:50])[c:32]([O:33][c:34]2[cH:35][cH:36][c:37]3[n:38]([n:39]2)[cH:40][c:41]([NH:43][C:44](=[O:45])[CH:46]2[CH2:47][CH2:48]2)[n:42]3)[cH:49]1.[O:59]1[CH2:60][CH2:61][CH2:62][CH2:63]1>>[C:1](#[N:2])[C:3]1([c:7]2[cH:8][c:9]([C:10](=[O:12])[NH:27][c:28]3[c:29]([F:51])[cH:30][c:31]([Cl:50])[c:32]([O:33][c:34]4[cH:35][cH:36][c:37]5[n:38]([n:39]4)[cH:40][c:41]([NH:43][C:44](=[O:45])[CH:46]4[CH2:47][CH2:48]4)[n:42]5)[cH:49]3)[cH:13][cH:14][cH:15]2)[CH2:4][CH2:5][CH2:6]1. The reactants are CC(=O)OC(C)=O, CC1(C)CC(N2CCCCCC2=O)CC(C)(C)N1, O=S(=O)(O)O. The product is CC(=O)N1C(C)(C)CC(N2CCCCCC2=O)CC1(C)C. RXN SMILES: [CH3:19][C:20](=[O:21])[O:22][C:23](=[O:24])[CH3:25].[CH3:1][C:2]1([CH3:18])[NH:3][C:4]([CH3:16])([CH3:17])[CH2:5][CH:6]([N:8]2[C:9](=[O:15])[CH2:10][CH2:11][CH2:12][CH2:13][CH2:14]2)[CH2:7]1.[S:26](=[O:27])(=[O:28])([OH:29])[OH:30]>>[CH3:1][C:2]1([CH3:18])[N:3]([C:20]([CH3:19])=[O:21])[C:4]([CH3:16])([CH3:17])[CH2:5][CH:6]([N:8]2[C:9](=[O:15])[CH2:10][CH2:11][CH2:12][CH2:13][CH2:14]2)[CH2:7]1.